Task: describe an organic reaction: reactants, conditions, products, and yield. Dataset: the Open Reaction Database (ORD), a public repository of structured organic reaction records Reactants: C(=O)([O-])[O-].[K+].[K+] (K2CO3), C(C)(C)(C)OC(=O)N1CC(C(C1)SC1=CC=C(C=C1)O)O ((3RS,4RS)-3-Hydroxy-4-(4-hydroxy-phenylsulfanyl)-pyrrolidine-1-carboxylic acid tert-butyl ester), C(C1=CC=CC=C1)Br (benzylbromide). The solvent is CC(=O)C (acetone). Yields the product C(C)(C)(C)OC(=O)N1CC(C(C1)O)SC1=CC=C(C=C1)OCC1=CC=CC=C1 ((3RS,4RS)-3-(4-benzyloxy-phenylsulfanyl)-4-hydroxy-pyrrolidine-1-carboxylic acid tert-butyl ester). The yield is 86.3%. As a reaction SMILES: [C:1]([O:5][C:6]([N:8]1[CH2:12][CH:11]([S:13][C:14]2[CH:19]=[CH:18][C:17]([OH:20])=[CH:16][CH:15]=2)[CH:10]([OH:21])[CH2:9]1)=[O:7])([CH3:4])([CH3:3])[CH3:2].C([O-])([O-])=O.[K+].[K+].[CH2:28](Br)[C:29]1[CH:34]=[CH:33][CH:32]=[CH:31][CH:30]=1>CC(C)=O>[C:1]([O:5][C:6]([N:8]1[CH2:9][CH:10]([OH:21])[CH:11]([S:13][C:14]2[CH:15]=[CH:16][C:17]([O:20][CH2:28][C:29]3[CH:34]=[CH:33][CH:32]=[CH:31][CH:30]=3)=[CH:18][CH:19]=2)[CH2:12]1)=[O:7])([CH3:4])([CH3:2])[CH3:3] |f:1.2.3|. Procedure: (3RS,4RS)-3-Hydroxy-4-(4-hydroxy-phenylsulfanyl)-pyrrolidine-1-carboxylic acid tert-butyl ester (0.2 g, 0.6 mmol) was dissolved in acetone (5 ml), and treated with K2CO3 (0.1 g, 0.7 mmol). After 1 hour refluxing, the reaction mixture was cooled to room temperature and benzylbromide (0.084 ml, 0.7 mmol) was added. Reaction mixture was refluxed for an additional 3 hours then cooled to room temperature and quenched with H2O. The aqueous phase was extracted with CH2Cl2, the combined organic phases w...